The task is: describe an organic reaction: reactants, conditions, products, and yield. This data is from the Open Reaction Database (ORD), a public repository of structured organic reaction records. The reactants are ClCN1C(CC(C1)CCC)=O (1-(chloromethyl)-4-propylpyrrolidin-2-one), [Al+3].[Cl-].[Cl-].[Cl-] (AlCl3), C([O-])(O)=O.[Na+] (sodium bicarbonate), [Al+3].[Cl-].[Cl-].[Cl-] (AlCl3), CN1N=CC=C1N (1-methyl-1H-pyrazol-5-amine). Run in C(Cl)Cl (CH2Cl2), O (Water). Reaction conditions: temperature 65 celsius. Product: NC1=C(C=NN1C)CN1C(CC(C1)CCC)=O (1-[(5-amino-1-methyl-1H-pyrazol-4-yl)methyl]-4-propylpyrrolidin-2-one). Yield: 15.8%. As a reaction SMILES: Cl[CH2:2][N:3]1[CH2:7][CH:6]([CH2:8][CH2:9][CH3:10])[CH2:5][C:4]1=[O:11].[Al+3].[Cl-].[Cl-].[Cl-].[CH3:16][N:17]1[C:21]([NH2:22])=[CH:20][CH:19]=[N:18]1.C(=O)(O)[O-].[Na+]>C(Cl)Cl.O>[NH2:22][C:21]1[N:17]([CH3:16])[N:18]=[CH:19][C:20]=1[CH2:2][N:3]1[CH2:7][CH:6]([CH2:8][CH2:9][CH3:10])[CH2:5][C:4]1=[O:11] |f:1.2.3.4,6.7|. Reported procedure: In a 25 ml, three-necked flask fitted with a magnetic stirrer, under inert atmosphere, 1-(chloromethyl)-4-propylpyrrolidin-2-one x63 (0.136 g, 0.77 mmol) is added dropwise to a suspension of AlCl3 (0.033 g, 0.25 mmol) in TCE at 0° C. In another 25 ml, three-necked flask fitted with a magnetic stirrer and reflux condenser under inert atmosphere, 1-methyl-1H-pyrazol-5-amine x64 (0.05 g, 0.51 mmol) is dissolved in TCE (10 ml) and the mixture is heated at 65° C. At this temperature, the solution con... Starting materials: C(CCC)[Li] (n-butyl lithium), S1C(=CC=C1)C#CC=1SC2=C(C1)C=CC=C2 (2-(thien-2-ylethynyl)benzothiophene), CN(C=O)C (dimethylformamide). Run in O1CCCC1 (tetrahydrofuran). Reaction conditions: time 45 minute. Product: C(=O)C1=CC=C(S1)C#CC=1SC2=C(C1)C=CC=C2 (2-(5-formylthien-2-ylethynyl)benzothiophene). The yield is 18.6%. Reaction SMILES: [S:1]1[CH:5]=[CH:4][CH:3]=[C:2]1[C:6]#[C:7][C:8]1[S:9][C:10]2[CH:16]=[CH:15][CH:14]=[CH:13][C:11]=2[CH:12]=1.C([Li])CCC.CN(C)[CH:24]=[O:25]>O1CCCC1>[CH:24]([C:5]1[S:1][C:2]([C:6]#[C:7][C:8]2[S:9][C:10]3[CH:16]=[CH:15][CH:14]=[CH:13][C:11]=3[CH:12]=2)=[CH:3][CH:4]=1)=[O:25]. Procedure: A stirred solution of 10 grams (0.042 mole) of 2-(thien-2-ylethynyl)benzothiophene (prepared as in Example 2, Steps A and B) in 100 ml of tetrahydrofuran was cooled to -70° C., and 20 ml (0.050 mole) of n-butyl lithium (2.5 molar in hexane) was added portionwise, keeping the reaction mixture below -60°C. Upon completion of addition, the reaction mixture was stirred for 45 minutes as the reaction mixture temperature returned to -70°C. After this time 3.8 grams (0.052 moles) of dimethylformamide a... Starting materials: C(C)(C)[Si](C(C)C)(C(C)C)Cl (triisopropylsilyl chloride), N1C=NC=C1 (imidazole), C(CCCCC)O (1-Hexanol). Run in CCCCCC (hexane), CCCCCC (hexane). Conditions: time 5 minute. The product is C(C)(C)[Si](OCCCCCC)(C(C)C)C(C)C (1-(Triisopropylsilyloxy)-hexane). As a reaction SMILES: [CH:1]([Si:4](Cl)([CH:8]([CH3:10])[CH3:9])[CH:5]([CH3:7])[CH3:6])([CH3:3])[CH3:2].N1C=CN=C1.[CH2:17]([OH:23])[CH2:18][CH2:19][CH2:20][CH2:21][CH3:22]>CCCCCC>[CH:1]([Si:4]([CH:8]([CH3:10])[CH3:9])([CH:5]([CH3:7])[CH3:6])[O:23][CH2:17][CH2:18][CH2:19][CH2:20][CH2:21][CH3:22])([CH3:3])[CH3:2]. Reported procedure: A 250 ml, three-necked flask was fitted with a large magnetic, egg-shaped stir bar, a small, pressure-equalizing addition funnel, a thermocouple connected to a THERM-O-WATCH®, a reflux condenser, and an argon inlet. This apparatus was dried in an oven overnight at 125° C., assembled hot, and allowed to cool to room temperature in a stream of argon. The flask was charged with 32.46 grams (0.168 mole, 1.01 equivalents) of triisopropylsilyl chloride, 11.69 grams (0.172 mole, 1.03 equivalents) of im... Reactants: [OH-].[Na+] (sodium hydroxide), ClC1=CC(=C(C(=O)OC)C=C1)SC1=C(C(=O)OC)C=CC=C1 (Dimethyl 4-chloro-2,2'-thiodibenzoate), ClC1=CC(=CC=C1)C(=O)OO (m-chloroperbenzoic acid), [OH-].[Na+] (sodium hydroxide), Cl (HCl). The solvent is C(Cl)Cl (methylene chloride). Conditions: time 6 hour. Product: ClC1=CC(=C(C(=O)O)C=C1)S(=O)C1=C(C(=O)O)C=CC=C1 (4-chloro-2,2'-sulfinyldibenzoic acid). Isolated yield 70.0%. As a reaction SMILES: [Cl:1][C:2]1[CH:11]=[CH:10][C:5]([C:6]([O:8]C)=[O:7])=[C:4]([S:12][C:13]2[CH:22]=[CH:21][CH:20]=[CH:19][C:14]=2[C:15]([O:17]C)=[O:16])[CH:3]=1.ClC1C=CC=C(C(OO)=[O:31])C=1.[OH-].[Na+].Cl>C(Cl)Cl>[Cl:1][C:2]1[CH:11]=[CH:10][C:5]([C:6]([OH:8])=[O:7])=[C:4]([S:12]([C:13]2[CH:22]=[CH:21][CH:20]=[CH:19][C:14]=2[C:15]([OH:17])=[O:16])=[O:31])[CH:3]=1 |f:2.3|. Procedure: Dimethyl 4-chloro-2,2'-thiodibenzoate (6.72 g) was dissolved in methylene chloride. To the solution was added m-chloroperbenzoic acid (4 g) and the solution was stirred at room temperature for 6 hours. The reaction mixture was poured into a 10% aqueous sodium hydroxide solution and extracted with methylene chloride. The methylene chloride extract was washed with saturated aqueous sodium chloride, dried over magnesium sulfate, filtered, and the filtrate was evaporated to give a product. The produ...